Dataset: the Open Reaction Database (ORD), a public repository of structured organic reaction records. Task: describe an organic reaction: reactants, conditions, products, and yield Starting materials: O=C1c2ccccc2C(=O)N1CCBr, c1ccc2c(c1)Cc1cccnc1N1CCNCC21. The product is O=C1c2ccccc2C(=O)N1CCN1CCN2c3ncccc3Cc3ccccc3C2C1. As a reaction SMILES: [Br:20][CH2:21][CH2:22][N:23]1[C:24](=[O:33])[c:25]2[c:26]([cH:29][cH:30][cH:31][cH:32]2)[C:27]1=[O:28].[CH2:1]1[NH:2][CH2:3][CH2:4][N:5]2[CH:6]1[c:7]1[c:8]([cH:16][cH:17][cH:18][cH:19]1)[CH2:9][c:10]1[c:11]2[n:12][cH:13][cH:14][cH:15]1>>[CH2:1]1[N:2]([CH2:21][CH2:22][N:23]2[C:24](=[O:33])[c:25]3[c:26]([cH:29][cH:30][cH:31][cH:32]3)[C:27]2=[O:28])[CH2:3][CH2:4][N:5]2[CH:6]1[c:7]1[c:8]([cH:16][cH:17][cH:18][cH:19]1)[CH2:9][c:10]1[c:11]2[n:12][cH:13][cH:14][cH:15]1.